Dataset: the Open Reaction Database (ORD), a public repository of structured organic reaction records. Task: describe an organic reaction: reactants, conditions, products, and yield The reactants are OC1=NC(=NC=C1OC(C)C)S (4-hydroxy-5-isopropoxy-2-mercapto-pyrimidine), ClCC(=O)O (chloroacetic acid), Cl (hydrochloric acid). Solvent: O (water). Yields the product C(C)(C)OC=1C(NC(NC1)=O)=O (5-isopropoxyuracil). Reaction SMILES: [OH:1][C:2]1[C:7]([O:8][CH:9]([CH3:11])[CH3:10])=[CH:6][N:5]=[C:4](S)[N:3]=1.ClCC(O)=[O:16].Cl>O>[CH:9]([O:8][C:7]1[C:2](=[O:1])[NH:3][C:4](=[O:16])[NH:5][CH:6]=1)([CH3:11])[CH3:10]. Procedure: 60.8 g of 4-hydroxy-5-isopropoxy-2-mercapto-pyrimidine are refluxed together with 60 g of chloroacetic acid in 1.2 litres of water for 2.5 hours, during which time the precipitate dissolves completely. 200 ml of conc. hydrochloric acid are added and the mixture is refluxed for a further 7 hours. Then the reaction mixture is evaporated down to 500 ml, whereupon the desired product is obtained as a precipitate, filtered off and dried overnight at 70° C. (28.6 g; 52%).